This data is from the Open Reaction Database (ORD), a public repository of structured organic reaction records. The task is: describe an organic reaction: reactants, conditions, products, and yield Yields the product BrC1=CC=C2CC3(CCOCC3)C(C2=C1)=O (6-bromo-2′,3′,5′,6′-tetrahydrospiro[indene-2,4′-pyran]-1(3H)-one). Reaction SMILES: [Br:1][C:2]1[CH:10]=[C:9]2[C:5]([CH2:6][CH2:7][C:8]2=[O:11])=[CH:4][CH:3]=1.C(O[K])(C)(C)C.CC(O)(C)C.Br[CH2:24][CH2:25][O:26][CH2:27][CH2:28]Br>C1COCC1>[Br:1][C:2]1[CH:10]=[C:9]2[C:5]([CH2:6][C:7]3([C:8]2=[O:11])[CH2:28][CH2:27][O:26][CH2:25][CH2:24]3)=[CH:4][CH:3]=1. Reported procedure: To a solution of 6-bromo-1-indanone (1.033 g, 4.89 mmol) in anhydrous THF (100 mL) under N2 atmosphere at room temperature was added a solution of tBuOK in tBuOH (1 M, 10.3 mL, 10.3 mmol) within 30 min (the color turned to deep black upon a drop of tBuOK solution was added), followed by 1-bromo-2-(2-bromoethoxy)ethane (1.134 g, 0.62 mL, 4.89 mmol). The reaction was quenched with saturated aqueous NH4Cl, and extracted with ether two times. The combined organic phases were washed with H2O, brine, ... Solvent: C1CCOC1 (THF). The reactants are BrC1=CC=C2CCC(C2=C1)=O (6-bromo-1-indanone), C(C)(C)(C)O[K] (tBuOK), CC(C)(C)O (tBuOH), C(C)(C)(C)O[K] (tBuOK), BrCCOCCBr (1-bromo-2-(2-bromoethoxy)ethane).